describe an organic reaction: reactants, conditions, products, and yield From a dataset of the Open Reaction Database (ORD), a public repository of structured organic reaction records. Starting materials: N1C(=O)C(=O)C2=CC=CC=C12 (isatin), C(OC)(OC)OC (trimethyl orthoformate). Reagents/catalysts: C1(=CC=C(C=C1)S(=O)(=O)O)C (p-toluenesulfonic acid). The solvent is CO (methanol). Yields the product COC1(C(NC2=CC=CC=C12)=O)OC (3,3-Dimethoxyindolin-2-one). Yield: 76.2%. RXN SMILES: [NH:1]1[C:11]2[C:6](=[CH:7][CH:8]=[CH:9][CH:10]=2)C(=O)[C:2]1=[O:3].[CH:12]([O:17][CH3:18])([O:15][CH3:16])OC>CO.C1(C)C=CC(S(O)(=O)=O)=CC=1>[CH3:18][O:17][C:12]1([O:15][CH3:16])[C:6]2[C:11](=[CH:10][CH:9]=[CH:8][CH:7]=2)[NH:1][C:2]1=[O:3]. Procedure details: In 500 ml of methanol were dissolved 14.7 g of isatin and 10.6 g of trimethyl orthoformate, and 100 mg of p-toluenesulfonic acid was added thereto. The mixture was heated under reflux for 7 hours, followed by concentration. To the residue was added chloroform, and the mixture was washed with saturated aqueous sodium hydrogencarbonate. The organic layer was dried over anhydrous sodium sulfate and concentrated. The resulting crude product was purified by silica gel column chromatography (eluent: c...